From a dataset of the Open Reaction Database (ORD), a public repository of structured organic reaction records. describe an organic reaction: reactants, conditions, products, and yield Starting materials: C(C1=CC=CC=C1)OC1=CC=C(C=C1)N=CC1=CC(=CC=C1)OC1OCCCC1 ((4-benzyloxy-phenyl)-[3-(tetrahydro-pyran-2-yloxy)-benzylidene]-amine), [BH4-].[Na+] (sodium borohydride), C([O-])(O)=O.[Na+] (sodium bicarbonate). Solvent: CO (methanol), C(Cl)Cl (methylene chloride). Run at temperature 0 celsius, time 1 hour. The product is 20.6, C(C1=CC=CC=C1)OC1=CC=C(C=C1)NCC1=CC(=CC=C1)OC1OCCCC1 ((4-Benzyloxy-phenyl)-[3-(tetrahydro-pyran-2-yloxy)-benzyl]-amine). As a reaction SMILES: [CH2:1]([O:8][C:9]1[CH:14]=[CH:13][C:12]([N:15]=[CH:16][C:17]2[CH:22]=[CH:21][CH:20]=[C:19]([O:23][CH:24]3[CH2:29][CH2:28][CH2:27][CH2:26][O:25]3)[CH:18]=2)=[CH:11][CH:10]=1)[C:2]1[CH:7]=[CH:6][CH:5]=[CH:4][CH:3]=1.[BH4-].[Na+].C(=O)(O)[O-].[Na+]>CO.C(Cl)Cl>[CH2:1]([O:8][C:9]1[CH:10]=[CH:11][C:12]([NH:15][CH2:16][C:17]2[CH:22]=[CH:21][CH:20]=[C:19]([O:23][CH:24]3[CH2:29][CH2:28][CH2:27][CH2:26][O:25]3)[CH:18]=2)=[CH:13][CH:14]=1)[C:2]1[CH:3]=[CH:4][CH:5]=[CH:6][CH:7]=1 |f:1.2,3.4|. Procedure details: To a solution of (4-benzyloxy-phenyl)-[3-(tetrahydro-pyran-2-yloxy)-benzylidene]-amine (21.0 g, 54.2 mmol) in 350 mL methanol and 150 mL methylene chloride at 0° C. was added sodium borohydride (3.3 g, 86.7 mmol) in portions over 20 minutes. The reaction mixture was stirred at 0° C. for 1 hr. and at room temperature for 3 days. Saturated aqueous sodium bicarbonate (250 mL) was added and the aqueous solution was washed with methylene chloride (3×500 mL). The combined organic layers were washed wi... Reactants: CCC12CCC3=C(CCc4cc(O)ccc43)C1=CCC2O, [H][H], c1ccccc1. Yields the product CCC12CCC3=C(CCc4cc(O)ccc43)C1CCC2O. Reaction SMILES: [CH2:1]([CH3:2])[C:3]12[CH:4]([OH:21])[CH2:5][CH:6]=[C:7]1[C:8]1=[C:9]([CH2:10][CH2:11]2)[c:12]2[cH:13][cH:14][c:15]([OH:20])[cH:16][c:17]2[CH2:18][CH2:19]1.[H:22][H:23].[cH:24]1[cH:25][cH:26][cH:27][cH:28][cH:29]1>>[CH2:1]([CH3:2])[C:3]12[CH:4]([OH:21])[CH2:5][CH2:6][CH:7]1[C:8]1=[C:9]([CH2:10][CH2:11]2)[c:12]2[cH:13][cH:14][c:15]([OH:20])[cH:16][c:17]2[CH2:18][CH2:19]1. The reactants are [OH-].[Na+] (sodium hydroxide), ClC=1N=NC(=CC1)Cl (3,6-dichloropyridazine), NC=1C=C(C=CC1)O (meta-aminophenol). Run in CS(=O)C (dimethyl sulfoxide). Yields the product ClC1=CC=C(N=N1)OC=1C=C(C=CC1)N (3-(6-chloro-3-pyridazinyloxy)benzeneamine). RXN SMILES: [OH-].[Na+].[Cl:3][C:4]1[N:5]=[N:6][C:7](Cl)=[CH:8][CH:9]=1.[NH2:11][C:12]1[CH:13]=[C:14]([OH:18])[CH:15]=[CH:16][CH:17]=1>CS(C)=O>[Cl:3][C:4]1[N:5]=[N:6][C:7]([O:18][C:14]2[CH:13]=[C:12]([NH2:11])[CH:17]=[CH:16][CH:15]=2)=[CH:8][CH:9]=1 |f:0.1|. Procedure details: A concentrated aqueous solution of 44 g of sodium hydroxide was added to a stirred solution of 149 g of 3,6-dichloropyridazine and 114.5 g of meta-aminophenol in 500 ml of dimethyl sulfoxide, at room temperature. The stirred mixture was heated, refluxed (150°-155° C.) for two hours, cooled, and filtered. The filter cake was recrystallized from aqueous methanol to give 3-(6-chloro-3-pyridazinyloxy)benzeneamine (1A), as an off-white solid, mp: 76°-77° C. Starting materials: FC1=CC(=C(C=C1C(C)C)C1=C(C=C(C=C1)C(F)(F)F)CO)OC ([4′-fluoro-5′-isopropyl-2′-methoxy-4-(trifluoromethyl)biphenyl-2-yl]methanol), II (iodine). Solvent: C1(=CC=CC=C1)[Si](C)(C)C (phenyltrimethylsilane), Cl (HCl). Product: FC=1C=C(C(=CC1C(C)C)C1=C(C=C(C=C1)C(F)(F)F)CI)O (4-fluoro-2′-(iodomethyl)-5-isopropyl-4′-(trifluoromethyl)biphenyl-2-ol). RXN SMILES: [F:1][C:2]1[C:7]([CH:8]([CH3:10])[CH3:9])=[CH:6][C:5]([C:11]2[CH:16]=[CH:15][C:14]([C:17]([F:20])([F:19])[F:18])=[CH:13][C:12]=2[CH2:21]O)=[C:4]([O:23]C)[CH:3]=1.[I:25]I>C1([Si](C)(C)C)C=CC=CC=1.Cl>[F:1][C:2]1[CH:3]=[C:4]([OH:23])[C:5]([C:11]2[CH:16]=[CH:15][C:14]([C:17]([F:20])([F:19])[F:18])=[CH:13][C:12]=2[CH2:21][I:25])=[CH:6][C:7]=1[CH:8]([CH3:10])[CH3:9]. Procedure: A solution of [4′-fluoro-5′-isopropyl-2′-methoxy-4-(trifluoromethyl)biphenyl-2-yl]methanol (71.5 mg, 0.209 mmol) and iodine (610 mg, 2.40 mmol) in phenyltrimethylsilane (877 μL) was heated at 110° C. in a sealed tube overnight. The reaction was cooled to room temperature, diluted with 1N HCl (10 mL) and extracted with EtOAc (3×20 mL). The combined extracts were washed with 10% Na2S2O3 (20 mL), dried (Na2SO4) and concentrated in vacuo to give the crude product. This was purified by flash chromato... Starting materials: C([O-])([O-])=O.[Na+].[Na+] (sodium carbonate), C1=CC=CC=2C(C3=C(CCC21)C=CC=C3)=C3CCNCC3 (4-(10,11-dihydro-5-dibenzo[a,d]cycloheptenylidene)piperidine), BrCCCC(C)=O (5-bromo-2-pentanone). The solvent is C(Cl)(Cl)Cl (chloroform), C(Cl)(Cl)Cl (chloroform). Yields the product C1=CC=CC=2C(C3=C(CCC21)C=CC=C3)=C3CCN(CC3)CCCC(C)=O (5-[4-(10,11-dihydro-5-dibenzo[a,d]-cycloheptenylidene)piperidino]-2-pentanone). Reaction SMILES: C(=O)([O-])[O-].[Na+].[Na+].[CH:7]1[C:17]2[CH2:16][CH2:15][C:14]3[CH:18]=[CH:19][CH:20]=[CH:21][C:13]=3[C:12](=[C:22]3[CH2:27][CH2:26][NH:25][CH2:24][CH2:23]3)[C:11]=2[CH:10]=[CH:9][CH:8]=1.Br[CH2:29][CH2:30][CH2:31][C:32](=[O:34])[CH3:33]>C(Cl)(Cl)Cl>[CH:7]1[C:17]2[CH2:16][CH2:15][C:14]3[CH:18]=[CH:19][CH:20]=[CH:21][C:13]=3[C:12](=[C:22]3[CH2:23][CH2:24][N:25]([CH2:29][CH2:30][CH2:31][C:32](=[O:34])[CH3:33])[CH2:26][CH2:27]3)[C:11]=2[CH:10]=[CH:9][CH:8]=1 |f:0.1.2|. Procedure: 9.2 g of sodium carbonate are added to a solution of 10 g of 4-(10,11-dihydro-5-dibenzo[a,d]cycloheptenylidene)piperidine in 100 cc of chloroform, a solution of 7.2 g of 5-bromo-2-pentanone in 50 cc of chloroform is then added dropwise within 20 minutes, and the mixture is subsequently boiled at reflux for 17 hours. After cooling, the precipitate is filtered off, the filtrate is extracted twice with water, dried over magnesium sulphate and concentrated by evaporation. The residue is filtered ove... Reactants: COC1=CC=CC2=C1N=C(N2)C(F)(F)F (7-methoxy-2-trifluoromethylbenzimidazole), BrN1C(CCC1=O)=O (N-bromosuccinimide). Run in C(Cl)(Cl)Cl (chloroform). Run at time 2 hour. Yields the product BrC1=CC=C(C=2N=C(NC21)C(F)(F)F)OC (4-Bromo-7-methoxy-2-trifluoromethylbenzimidazole). Isolated yield 13.4%. As a reaction SMILES: [CH3:1][O:2][C:3]1[C:8]2[N:9]=[C:10]([C:12]([F:15])([F:14])[F:13])[NH:11][C:7]=2[CH:6]=[CH:5][CH:4]=1.[Br:16]N1C(=O)CCC1=O>C(Cl)(Cl)Cl>[Br:16][C:6]1[C:7]2[NH:11][C:10]([C:12]([F:15])([F:13])[F:14])=[N:9][C:8]=2[C:3]([O:2][CH3:1])=[CH:4][CH:5]=1. Procedure details: A solution of 7-methoxy-2-trifluoromethylbenzimidazole (50 g) in chloroform (100 ml) was cooled to 0° C., and N-bromosuccinimide (4.5 g) added. The mixture was stirred for 2 h. It was then washed with 5% aqueous sodium metabisulphite (50 ml), dried over magnesium sulphate, evaporated in vacuo and purified by flash chromatography eluting with 25% ethyl acetate in hexane to yield the title compound as a white solid (1.0 g). Reactants: C([O-])([O-])=O.[Cs+].[Cs+] (cesium carbonate), ClC1=CC2=C(C=N1)C(=NN2C(C2=CC=CC=C2)(C2=CC=CC=C2)C2=CC=CC=C2)NC([O-])=O ((6-chloro-1-trityl-1H-pyrazolo[4,3-c]pyridin-3-yl)carbamate), FC1=CC=C(C=C1)[C@@H](C)NC(=O)N ((R)-1-(1-(4-fluorophenyl)ethyl)urea), C1(CCCCC1)P(C1=C(C(=CC=C1OC)OC)C1=C(C=C(C=C1C(C)C)C(C)C)C(C)C)C1CCCCC1 (2-(dicyclohexylphosphino)3,6-dimethoxy-2′,4′,6′-triisopropyl-1,1′-biphenyl), BrettPhos-G3-Pd, C(C)[SiH](CC)CC (Triethylsilane). Run in O1CCOCC1 (Dioxane). Conditions: temperature 100 celsius, time 16 hour. Yields the product FC1=CC=C(C=C1)[C@@H](C)NC(NC1=CC2=C(C=N1)C(=NN2)NC(OC)=O)=O ((R)-methyl (6-(3-(1-(4-fluorophenyl)ethyl)ureido)-1H-pyrazolo[4,3-c]pyridin-3-yl)carbamate). RXN SMILES: [C:1](=O)([O-])[O-].[Cs+].[Cs+].Cl[C:8]1[N:13]=[CH:12][C:11]2[C:14]([NH:36][C:37](=[O:39])[O-:38])=[N:15][N:16](C(C3C=CC=CC=3)(C3C=CC=CC=3)C3C=CC=CC=3)[C:10]=2[CH:9]=1.[F:40][C:41]1[CH:46]=[CH:45][C:44]([C@H:47]([NH:49][C:50]([NH2:52])=[O:51])[CH3:48])=[CH:43][CH:42]=1.C1(P(C2CCCCC2)C2C(OC)=CC=C(OC)C=2C2C(C(C)C)=CC(C(C)C)=CC=2C(C)C)CCCCC1.C([SiH](CC)CC)C>O1CCOCC1>[F:40][C:41]1[CH:42]=[CH:43][C:44]([C@H:47]([NH:49][C:50](=[O:51])[NH:52][C:8]2[N:13]=[CH:12][C:11]3[C:14]([NH:36][C:37](=[O:39])[O:38][CH3:1])=[N:15][NH:16][C:10]=3[CH:9]=2)[CH3:48])=[CH:45][CH:46]=1 |f:0.1.2|. Procedure details: A 5 mL microwave vial was charged with cesium carbonate (71.7 mg, 0.220 mmol), (6-chloro-1-trityl-1H-pyrazolo[4,3-c]pyridin-3-yl)carbamate (40 mg, 0.085 mmol), (R)-1-(1-(4-fluorophenyl)ethyl)urea (23.3 mg, 0.128 mmol), 2-(dicyclohexylphosphino)3,6-dimethoxy-2′,4′,6′-triisopropyl-1,1′-biphenyl (3.21 mg, 5.97 μmol) and BrettPhos-G3-Pd (5.41 mg, 5.97 μmol). Dioxane (1 ml) was added, the vial was flushed with argon, capped and the contents heated to 100° C. with stirring for 16 h. The reaction mixtu... Reactants: Cl (hydrochloric acid), C=O (formaldehyde), Cl.Cl.CC=1C=C(C=CC1[N+](=O)[O-])CN1C=NC=C1C[C@H](N)C(=O)O (3-(3-methyl-4-nitrophenyl)methyl-L-histidine dihydrochloride). Reaction conditions: time 1.5 hour. The product is Cl.Cl.CC=1C=C(C=CC1[N+](=O)[O-])CN1C=NC=2CN[C@@H](CC21)C(=O)O ((S) -1-(3-methyl-4-nitrophenyl)methyl-4,5,6,7-tetrahydro-1H-imidazo[4,5-c]pyridine-6-carboxylic acid dihydrochloride). Yield: 98.0%. RXN SMILES: [ClH:1].[CH2:2]=O.Cl.Cl.[CH3:6][C:7]1[CH:8]=[C:9]([CH2:16][N:17]2[C:21]([CH2:22][C@@H:23]([C:25]([OH:27])=[O:26])[NH2:24])=[CH:20][N:19]=[CH:18]2)[CH:10]=[CH:11][C:12]=1[N+:13]([O-:15])=[O:14]>>[ClH:1].[ClH:1].[CH3:6][C:7]1[CH:8]=[C:9]([CH2:16][N:17]2[C:21]3[CH2:22][C@@H:23]([C:25]([OH:27])=[O:26])[NH:24][CH2:2][C:20]=3[N:19]=[CH:18]2)[CH:10]=[CH:11][C:12]=1[N+:13]([O-:15])=[O:14] |f:2.3.4,5.6.7|. Reported procedure: A 1N hydrochloric acid solution (13.7 ml) and a 37% formaldehyde solution (0.74 ml, 0.00907 mol) were added to 3-(3-methyl-4-nitrophenyl)methyl-L-histidine dihydrochloride (VIII-2) (1.1406 g, 0.00302 mol), and the mixture was stirred first at room temperature for half an hour and then on a 120° C. oil bath for 1.5 hours. The mixture was then cooled and concentrated to obtain the objective compound (VII-2) (1.1538 g; yield: 98.0%) as yellowish brown crystals (decomposed at 256.5°-258° C). Starting materials: Cl (hydrogen chloride), O1C[C@H]1CCCCCC ((R)-1,2-epoxyoctane), ice water. Run in C(C)OCC (diethyl ether). Conditions: time 2.5 hour. The product is ClC[C@@H](CCCCCC)O ((R)-1-chloro-2-octanol). As a reaction SMILES: [O:1]1[C@H:3]([CH2:4][CH2:5][CH2:6][CH2:7][CH2:8][CH3:9])[CH2:2]1.[ClH:10]>C(OCC)C>[Cl:10][CH2:2][C@H:3]([OH:1])[CH2:4][CH2:5][CH2:6][CH2:7][CH2:8][CH3:9]. Reported procedure: Under nitrogen atmosphere, 10 g (65.5 mM) of (R)-1,2-epoxyoctane and 100 ml of dry diethyl ether (Et2O) were placed in a 200 ml two-necked round-bottomed flask and cooled on an ice bath. Into the mixture, hydrogen chloride gas was blown, followed by stirring for 2.5 hours. Then, the ice bath was removed and the mixture was further stirred for 2 hours at room temperature. After the reaction, the reaction mixture was poured into 250 ml of ice water and subjected to extraction with diethyl ether. T... Starting materials: CC(C)(C)OC(=O)N1CC(=O)C1, O=C(O)C(F)(F)F, CC(C)C(=O)N(C1CCCCC1)C1CCN(NC(=O)C(N)Cc2ccc(Cl)cc2)C1. Yields the product CC(C)C(=O)N(C1CCCCC1)C1CCN(NC(=O)C(Cc2ccc(Cl)cc2)NC2CN(C(=O)OC(C)(C)C)C2)C1. Reaction SMILES: [C:38](=[O:39])([O:40][C:41]([CH3:42])([CH3:43])[CH3:44])[N:45]1[CH2:46][C:47](=[O:49])[CH2:48]1.[F:31][C:32]([F:33])([F:34])[C:35]([OH:36])=[O:37].[NH2:1][CH:2]([C:3](=[O:4])[NH:5][N:6]1[CH2:7][CH:8]([N:11]([C:12]([CH:13]([CH3:14])[CH3:15])=[O:16])[CH:17]2[CH2:18][CH2:19][CH2:20][CH2:21][CH2:22]2)[CH2:9][CH2:10]1)[CH2:23][c:24]1[cH:25][cH:26][c:27]([Cl:30])[cH:28][cH:29]1>>[NH:1]([CH:2]([C:3](=[O:4])[NH:5][N:6]1[CH2:7][CH:8]([N:11]([C:12]([CH:13]([CH3:14])[CH3:15])=[O:16])[CH:17]2[CH2:18][CH2:19][CH2:20][CH2:21][CH2:22]2)[CH2:9][CH2:10]1)[CH2:23][c:24]1[cH:25][cH:26][c:27]([Cl:30])[cH:28][cH:29]1)[CH:47]1[CH2:46][N:45]([C:38](=[O:39])[O:40][C:41]([CH3:42])([CH3:43])[CH3:44])[CH2:48]1.